Dataset: the Open Reaction Database (ORD), a public repository of structured organic reaction records. Task: describe an organic reaction: reactants, conditions, products, and yield Yields the product Cc1ccc(C2=CCN(C(C)C(O)(Cn3cncn3)c3ccc(F)cc3F)CC2)nc1C. As a reaction SMILES: [CH3:19][c:20]1[cH:21][cH:22][c:23]([C:27]2=[CH:32][CH2:31][NH:30][CH2:29][CH2:28]2)[n:24][c:25]1[CH3:26].[CH3:42][C:43]#[N:44].[Cl+3:36]([O-:37])([O-:38])([O-:39])[O-:40].[F:1][c:2]1[c:3]([C:9]2([CH2:13][n:14]3[n:15][cH:16][n:17][cH:18]3)[O:10][CH:11]2[CH3:12])[cH:4][cH:5][c:6]([F:8])[cH:7]1.[Li+:41].[OH2:33].[OH2:34].[OH2:35]>>[F:1][c:2]1[c:3]([C:9]([OH:10])([CH:11]([CH3:12])[N:30]2[CH2:29][CH2:28][C:27]([c:23]3[cH:22][cH:21][c:20]([CH3:19])[c:25]([CH3:26])[n:24]3)=[CH:32][CH2:31]2)[CH2:13][n:14]2[n:15][cH:16][n:17][cH:18]2)[cH:4][cH:5][c:6]([F:8])[cH:7]1. Starting materials: Cc1ccc(C2=CCNCC2)nc1C, CC#N, [O-][Cl+3]([O-])([O-])[O-], CC1OC1(Cn1cncn1)c1ccc(F)cc1F, [Li+], O, O, O. Product: ClCCN(C(=O)N(C1[C@H](O)[C@@H](O)[C@H](O)[C@H](O1)CO)CC1CCCO1)N=O (1-(2-chloroethyl)-1-nitroso-3-tetrahydrofurfuryl-3-(D-glucopyranosyl)urea). Yield: 27.6%. Starting materials: ClCCNC(=O)N(C1[C@H](O)[C@@H](O)[C@H](O)[C@H](O1)CO)CC1CCCO1 (1-(2-chloroethyl)-3-tetrahydrofurfuryl-3-(D-glucopyranosyl)urea), [N+](=O)([N+](=O)[O-])[O-] (nitrogen tetroxide). RXN SMILES: [Cl:1][CH2:2][CH2:3][NH:4][C:5]([N:7]([CH2:19][CH:20]1[O:24][CH2:23][CH2:22][CH2:21]1)[CH:8]1[O:16][C@H:15]([CH2:17][OH:18])[C@@H:13]([OH:14])[C@H:11]([OH:12])[C@H:9]1[OH:10])=[O:6].[N+:25]([O-])([N+]([O-])=O)=[O:26]>>[Cl:1][CH2:2][CH2:3][N:4]([N:25]=[O:26])[C:5]([N:7]([CH2:19][CH:20]1[O:24][CH2:23][CH2:22][CH2:21]1)[CH:8]1[O:16][C@H:15]([CH2:17][OH:18])[C@@H:13]([OH:14])[C@H:11]([OH:12])[C@H:9]1[OH:10])=[O:6]. Reported procedure: 3.7 g of 1-(2-chloroethyl)-3-tetrahydrofurfuryl-3-(D-glucopyranosyl)urea and 6 g of nitrogen tetroxide gas are treated in the same manner as described in Example 31-(2). 1.1 g of 1-(2-chloroethyl)-1-nitroso-3-tetrahydrofurfuryl-3-(D-glucopyranosyl)urea are thereby obtained as yellow caramel. Reactants: CC(C)O, Clc1nccnc1OCC1CO1, NCCOc1ccc(C(N)=O)cc1. Yields the product NC(=O)c1ccc(OCCNCC(O)COc2nccnc2Cl)cc1. Reaction SMILES: [CH:26]([OH:27])([CH3:28])[CH3:29].[Cl:14][c:15]1[n:16][cH:17][cH:18][n:19][c:20]1[O:21][CH2:22][CH:23]1[CH2:24][O:25]1.[NH2:1][CH2:2][CH2:3][O:4][c:5]1[cH:6][cH:7][c:8]([C:9](=[O:10])[NH2:11])[cH:12][cH:13]1>>[NH:1]([CH2:2][CH2:3][O:4][c:5]1[cH:6][cH:7][c:8]([C:9](=[O:10])[NH2:11])[cH:12][cH:13]1)[CH2:24][CH:23]([CH2:22][O:21][c:20]1[c:15]([Cl:14])[n:16][cH:17][cH:18][n:19]1)[OH:25]. Reactants: COB(OC)OC (trimethylborate), Cl (hydrochloric acid), intermediate, FC=1C=C(C=CC1F)OC (3,4-difluoroanisole), OO (hydrogen peroxide), solution, [Li+].CCC[CH2-] (N-butyllithium). The solvent is CCCCCC (hexane). Product: FC1=C(C(=CC=C1F)OC)O (2,3-difluoro 6-methoxy phenol). RXN SMILES: [F:1][C:2]1[CH:3]=[C:4]([O:9][CH3:10])[CH:5]=[CH:6][C:7]=1[F:8].[Li+].CCC[CH2-].C[O:17]B(OC)OC.Cl.OO>CCCCCC>[F:1][C:2]1[C:7]([F:8])=[CH:6][CH:5]=[C:4]([O:9][CH3:10])[C:3]=1[OH:17] |f:1.2|. Procedure details: Using the procedure of Example 39, 125 g of 3,4-difluoroanisole (commercial) and 500 ml of a 1.6M solution of N-butyllithium in hexane were reacted at -72° C., and then 92.4 ml of trimethylborate, 500 ml of hydrochloric acid and 120 g of intermediate compound were reacted and the product was reacted with 440 ml of 30% hydrogen peroxide to obtain 82.4 g of the expected product melting at 46.6° C.